From a dataset of the Open Reaction Database (ORD), a public repository of structured organic reaction records. describe an organic reaction: reactants, conditions, products, and yield Starting materials: C(C)(C)(C)C1=CC=C(C=N1)C(C)N ([1-(6-tert-butylpyridin-3-yl)ethyl]amine), C(C)(C)(C)C1=NC(=C(C#N)C=C1)OC (6-tert-butyl-2-methoxynicotinonitrile), C(C)(C)(C)C1=NC(=C(C#N)C=C1)OC (6-tert-butyl-2-methoxynicotinonitrile), C[Mg+].[Br-] (MeMgBr), C1(=CC=CC=C1)C.C1CCOC1 (toluene THF), [BH4-].[Na+] (NaBH4), Material. The product is C(C)(C)(C)C1=CC=C(C(=N1)OC)C(C)N ([1-(6-tert-butyl-2-methoxypyridin-3-yl)ethyl]amine). Reaction SMILES: [C:1]([C:5]1[N:10]=[CH:9][C:8]([CH:11]([NH2:13])[CH3:12])=[CH:7][CH:6]=1)([CH3:4])([CH3:3])[CH3:2].C(C1C=CC(C#N)=[C:20]([O:26]C)N=1)(C)(C)C.C[Mg+].[Br-].C1(C)C=CC=CC=1.C1COCC1.[BH4-].[Na+]>>[C:1]([C:5]1[N:10]=[C:9]([O:26][CH3:20])[C:8]([CH:11]([NH2:13])[CH3:12])=[CH:7][CH:6]=1)([CH3:4])([CH3:2])[CH3:3] |f:2.3,4.5,6.7|. Procedure: The title compound was synthesized according to the procedure described for the synthesis of [1-(6-tert-butylpyridin-3-yl)ethyl]amine starting from 6-tert-butyl-2-methoxynicotinonitrile (intermediate 23) (66 mg, 0.347 mmol), MeMgBr 1.4 M 75/25 toluene/THF (743 μL, 1.04 mmol) and NaBH4 (32.8 mg, 0.87 mmol Material isolated from the workup was used without further purification in the preparation. Starting materials: FC=1C=CC(=C2CC[C@H](C12)OC1=CC2=C([C@@H](CO2)CC(=O)OC)C=C1)C1=C(C=C(C=C1C)OCC1(CCOCC1)O)C (methyl 2-((S)-6-((R)-7-fluoro-4-(4-((4-hydroxytetrahydro-2H-pyran-4-yl)methoxy)-2,6-dimethylphenyl)-2,3-dihydro-1H-inden-1-yloxy)-2,3-dihydrobenzofuran-3-yl)acetate). Solvent: C(C)(=O)OCC (ethyl acetate). Product: FC=1C=CC(=C2CC[C@H](C12)OC1=CC2=C([C@@H](CO2)CC(=O)O)C=C1)C1=C(C=C(C=C1C)OCC1(CCOCC1)O)C (2-((S)-6-((R)-7-Fluoro-4-(4-((4-hydroxytetrahydro-2H-pyran-4-yl)methoxy)-2,6-dimethylphenyl)-2,3-dihydro-1H-inden-1-yloxy)-2,3-dihydrobenzofuran-3-yl)acetic acid). Reaction SMILES: [F:1][C:2]1[CH:3]=[CH:4][C:5]([C:26]2[C:31]([CH3:32])=[CH:30][C:29]([O:33][CH2:34][C:35]3([OH:41])[CH2:40][CH2:39][O:38][CH2:37][CH2:36]3)=[CH:28][C:27]=2[CH3:42])=[C:6]2[C:10]=1[C@H:9]([O:11][C:12]1[CH:25]=[CH:24][C:15]3[C@H:16]([CH2:19][C:20]([O:22]C)=[O:21])[CH2:17][O:18][C:14]=3[CH:13]=1)[CH2:8][CH2:7]2>C(OCC)(=O)C>[F:1][C:2]1[CH:3]=[CH:4][C:5]([C:26]2[C:31]([CH3:32])=[CH:30][C:29]([O:33][CH2:34][C:35]3([OH:41])[CH2:36][CH2:37][O:38][CH2:39][CH2:40]3)=[CH:28][C:27]=2[CH3:42])=[C:6]2[C:10]=1[C@H:9]([O:11][C:12]1[CH:25]=[CH:24][C:15]3[C@H:16]([CH2:19][C:20]([OH:22])=[O:21])[CH2:17][O:18][C:14]=3[CH:13]=1)[CH2:8][CH2:7]2. Procedure details: The title compound is prepared from methyl 2-((S)-6-((R)-7-fluoro-4-(4-((4-hydroxytetrahydro-2H-pyran-4-yl)methoxy)-2,6-dimethylphenyl)-2,3-dihydro-1H-inden-1-yloxy)-2,3-dihydrobenzofuran-3-yl)acetate following a procedure analogous to that described in example 4. TLC: rf=0.2 (silicagel, ethyl acetate); Mass spectrum (ESI+): m/z=563 [M+H]+. The reactants are C([O-])([O-])=O.[K+].[K+] (potassium carbonate), Cl.ClC1=CC=C(OC2=CC=C(OCCN)C=C2)C=C1 (2-[p-(p-chlorophenoxy)phenoxy]ethylamine hydrochloride), C(C)OC(=O)Cl (chloroformic acid ethyl ester). Solvent: CC(=O)C (acetone). Reaction conditions: time 7 hour. Yields the product C(C)OC(NCCOC1=CC=C(C=C1)OC1=CC=C(C=C1)Cl)=O (2-[p-(p-chlorophenoxy)phenoxy]ethylcarbamic acid ethyl ester). The yield is 81.6%. As a reaction SMILES: C(=O)([O-])[O-].[K+].[K+].Cl.[Cl:8][C:9]1[CH:25]=[CH:24][C:12]([O:13][C:14]2[CH:23]=[CH:22][C:17]([O:18][CH2:19][CH2:20][NH2:21])=[CH:16][CH:15]=2)=[CH:11][CH:10]=1.[CH2:26]([O:28][C:29](Cl)=[O:30])[CH3:27]>CC(C)=O>[CH2:26]([O:28][C:29](=[O:30])[NH:21][CH2:20][CH2:19][O:18][C:17]1[CH:22]=[CH:23][C:14]([O:13][C:12]2[CH:24]=[CH:25][C:9]([Cl:8])=[CH:10][CH:11]=2)=[CH:15][CH:16]=1)[CH3:27] |f:0.1.2,3.4|. Procedure: 18.4 g of potassium carbonate, 8.0 g of 2-[p-(p-chlorophenoxy)phenoxy]ethylamine hydrochloride and 16.0 g of chloroformic acid ethyl ester in 210 ml of acetone are heated to reflux with stirring for 7 hours. Undissolved salt is vacuum filtered and washed well with acetone. The filtrate is evaporated in vacuo. The crystalline residue remaining is dissolved in ethyl acetate, washed with water and saturated sodium chloride solution, dried over magnesium sulfate and concentrated. The residue is recr... The reactants are Cl (hydrogen chloride), Cl.C1(=CC=CC=C1)C1CNCCO1 (2-phenylmorpholine hydrochloride), C(=O)(OC)COC1=CC=C(C=C1)CC(C)=O (1-(4-carbomethoxymethoxyphenyl)propan-2-one), C(#N)[BH3-].[Na+] (sodium cyanoborohydride). Run in ClCCl (dichloromethane), CO (methanol), CO (methanol), C(C)OCC (diethyl ether). Conditions: time 22 hour. Yields the product Cl.COC(COC1=CC=C(C=C1)CC(C)N1CC(OCC1)C1=CC=CC=C1)=O (4-[2-(2-Phenylmorpholino)propyl]phenoxyacetic acid methyl ester hydrochloride). RXN SMILES: [ClH:1].[C:2]1([CH:8]2[O:13][CH2:12][CH2:11][NH:10][CH2:9]2)[CH:7]=[CH:6][CH:5]=[CH:4][CH:3]=1.[C:14]([CH2:18][O:19][C:20]1[CH:25]=[CH:24][C:23]([CH2:26][C:27](=O)[CH3:28])=[CH:22][CH:21]=1)([O:16][CH3:17])=[O:15].C([BH3-])#N.[Na+].Cl>CO.ClCCl.C(OCC)C>[ClH:1].[CH3:17][O:16][C:14](=[O:15])[CH2:18][O:19][C:20]1[CH:25]=[CH:24][C:23]([CH2:26][CH:27]([N:10]2[CH2:11][CH2:12][O:13][CH:8]([C:2]3[CH:3]=[CH:4][CH:5]=[CH:6][CH:7]=3)[CH2:9]2)[CH3:28])=[CH:22][CH:21]=1 |f:0.1,3.4,9.10|. Procedure details: A mixture of 2-phenylmorpholine hydrochloride (6.05 g), 1-(4-carbomethoxymethoxyphenyl)propan-2-one (6.63 g) and sodium cyanoborohydride (1.61 g) in methanol (100 ml) was stirred at room temperature for 22 hours. The solvent was removed under reduced pressure and aqueous sodium bicarbonate solution added to the residue and extracted with dichloromethane (×2). The extracts were washed with aqueous sodium bicarbonate, dried over anhydrous magnesium sulphate, filtered and the filtrate evaporated to... The reactants are ClCCl, O=C(O)C(F)(F)F, [Na+], [OH-], CC(C)(C)OC(=O)Nc1cccc(-c2cn3ncccc3n2)c1. Yields the product Nc1cccc(-c2cn3ncccc3n2)c1. Reaction SMILES: [Cl:33][CH2:34][Cl:35].[F:24][C:25]([F:26])([F:27])[C:28]([OH:29])=[O:30].[Na+:32].[OH-:31].[n:1]1[c:2](-[c:10]2[cH:11][c:12]([NH:16][C:17](=[O:18])[O:19][C:20]([CH3:21])([CH3:22])[CH3:23])[cH:13][cH:14][cH:15]2)[cH:3][n:4]2[n:5][cH:6][cH:7][cH:8][c:9]12>>[n:1]1[c:2](-[c:10]2[cH:11][c:12]([NH2:16])[cH:13][cH:14][cH:15]2)[cH:3][n:4]2[n:5][cH:6][cH:7][cH:8][c:9]12. Yields the product ClC=1C=C(C=CC1)C1CN(C(O1)=O)C(CC1COC2=C(CC1)OCC(C2)=O)C (7-(2-(5-(3-chlorophenyl)-2-oxo-3-oxazolidinyl)propyl)-1,5-dioxabenzocycloheptan-3-one). Procedure: One equivalent of 5-(3-chlorophenyl)-3-(2-(3,4-dihydroxyphenyl)-1-methylethyl)-2-oxazolidinone, prepared by the procedure of U.S. Pat. No. 5,061,727 Example 1, is treated with one equivalent of 1,3-dibromoacetone and excess potassium carbonate in acetonitrile. The mixture is stirred at room temperature for 18 hours, filtered and evaporated in vacuo to give 7-(2-(5-(3-chlorophenyl)-2-oxo-3-oxazolidinyl)propyl)-1,5-dioxabenzocycloheptan-3-one. One equivalent of this ketone is reduced, at room temp... The solvent is C(C)#N (acetonitrile). Reaction conditions: time 18 hour. RXN SMILES: [Cl:1][C:2]1[CH:3]=[C:4]([CH:8]2[O:12][C:11](=[O:13])[N:10]([CH:14]([CH3:24])[CH2:15][C:16]3[CH:21]=[CH:20][C:19]([OH:22])=[C:18]([OH:23])[CH:17]=3)[CH2:9]2)[CH:5]=[CH:6][CH:7]=1.Br[CH2:26][C:27]([CH2:29]Br)=[O:28].C(=O)([O-])[O-].[K+].[K+]>C(#N)C>[Cl:1][C:2]1[CH:3]=[C:4]([CH:8]2[O:12][C:11](=[O:13])[N:10]([CH:14]([CH3:24])[CH2:15][CH:16]3[CH2:21][CH2:20][C:19]4[O:22][CH2:26][C:27](=[O:28])[CH2:29][C:18]=4[O:23][CH2:17]3)[CH2:9]2)[CH:5]=[CH:6][CH:7]=1 |f:2.3.4|. The reactants are BrCC(=O)CBr (1,3-dibromoacetone), C([O-])([O-])=O.[K+].[K+] (potassium carbonate), ClC=1C=C(C=CC1)C1CN(C(O1)=O)C(CC1=CC(=C(C=C1)O)O)C (5-(3-chlorophenyl)-3-(2-(3,4-dihydroxyphenyl)-1-methylethyl)-2-oxazolidinone). Starting materials: C(=O)C1=C(C=CC=C1)C1=CC=C(C=C1)C(=O)N1CC=2N(CC3=C1C=CC=C3)C(=CC2)C(=O)NCC=2C=NC=CC2 (10-[(2′-formyl-1,1′-biphenyl-4-yl)carbonyl]-N-(pyridin-3-ylmethyl)-10,11-dihydro-5H-pyrrolo[2,1-c][1,4]benzodiazepine-3-carboxamide), N1CCCCC1 (piperidine). Product: N1(CCCCC1)CC1=C(C=CC=C1)C1=CC=C(C=C1)C(=O)N1CC=2N(CC3=C1C=CC=C3)C(=CC2)C(=O)NCC=2C=NC=CC2 (10-{[2′-(PIPERIDIN-1-YLMETHYL)-1,1′-BIPHENYL-4-YL]CARBONYL}-N-(PYRIDIN-3-YLMETHYL)-10,11-DIHYDRO-5H-PYRROLO[2,1-C][1,4]BENZODIAZEPINE-3-CARBOXAMIDE). Reaction SMILES: [CH:1]([C:3]1[CH:8]=[CH:7][CH:6]=[CH:5][C:4]=1[C:9]1[CH:14]=[CH:13][C:12]([C:15]([N:17]2[C:23]3[CH:24]=[CH:25][CH:26]=[CH:27][C:22]=3[CH2:21][N:20]3[C:28]([C:31]([NH:33][CH2:34][C:35]4[CH:36]=[N:37][CH:38]=[CH:39][CH:40]=4)=[O:32])=[CH:29][CH:30]=[C:19]3[CH2:18]2)=[O:16])=[CH:11][CH:10]=1)=O.[NH:41]1[CH2:46][CH2:45][CH2:44][CH2:43][CH2:42]1>>[N:41]1([CH2:1][C:3]2[CH:8]=[CH:7][CH:6]=[CH:5][C:4]=2[C:9]2[CH:10]=[CH:11][C:12]([C:15]([N:17]3[C:23]4[CH:24]=[CH:25][CH:26]=[CH:27][C:22]=4[CH2:21][N:20]4[C:28]([C:31]([NH:33][CH2:34][C:35]5[CH:36]=[N:37][CH:38]=[CH:39][CH:40]=5)=[O:32])=[CH:29][CH:30]=[C:19]4[CH2:18]3)=[O:16])=[CH:13][CH:14]=2)[CH2:46][CH2:45][CH2:44][CH2:43][CH2:42]1. Reported procedure: The title compound was prepared from 10-[(2′-formyl-1,1′-biphenyl-4-yl)carbonyl]-N-(pyridin-3-ylmethyl)-10,11-dihydro-5H-pyrrolo[2,1-c][1,4]benzodiazepine-3-carboxamide of Example 56, Step B, and piperidine, in the manner of Example 42, m.p. 199-202° C. The reactants are C=CC1=CC=CC=C1 (styrene), C1=CC(=CC(=C1)Cl)C(=O)OO (MCPBA). Reagents/catalysts: Cl[Ru]([P](C1CCCCC1)(C2CCCCC2)C3CCCCC3)(=CC4=CC=CC=C4)(Cl)=C5N(C6=C(C)C=C(C)C=C6C)CCN5C7=C(C)C=C(C)C=C7C (Grubbs' second generation). Product: C=1C=CC(=CC1)[C@@H]2[C@H](O2)C=3C=CC=CC3 (trans-stilbene oxide). Isolated yield 83.0%. RXN SMILES: C=[CH:2][C:3]1[CH:8]=[CH:7][CH:6]=[CH:5][CH:4]=1.[CH:9]1[CH:14]=[C:13](Cl)[CH:12]=[C:11]([C:16]([O:18]O)=O)[CH:10]=1>Cl[Ru](=C1N(C2C(C)=CC(C)=CC=2C)CCN1C1C(C)=CC(C)=CC=1C)(Cl)(=CC1C=CC=CC=1)[P](C1CCCCC1)(C1CCCCC1)C1CCCCC1>[CH:6]1[CH:5]=[CH:4][C:3]([C@H:2]2[O:18][C@@H:16]2[C:11]2[CH:12]=[CH:13][CH:14]=[CH:9][CH:10]=2)=[CH:8][CH:7]=1 |^1:52|. Procedure: Reaction of styrene with Grubbs' second generation catalyst for 6 hours, followed by reaction of the subsequent product with 5 equivalents of site-isolated MCPBA for 14 hours gave trans-stilbene oxide in 83% yield. The 1H and 13C NMR spectra agreed with those reported in the literature. 1H NMR (CDCl3): 7.33-7.38 (m, 10H), 3.87 (s, 213C NMR (CDCl3): 62.81, 125.47, 128.29, 128.53, 137.07. Starting materials: CC(C)(C)OC(=O)N1CCN(c2ccc(Br)cc2)CC1, O=C([O-])[O-], C1CCOC1, OB(O)c1ccc(F)cc1, [Na+], [Na+], O, Cl[Pd]Cl, c1ccc(P(c2ccccc2)c2ccccc2)cc1, c1ccc(P(c2ccccc2)c2ccccc2)cc1. Product: CC(C)(C)OC(=O)N1CCN(c2ccc(-c3ccc(F)cc3)cc2)CC1. RXN SMILES: [C:1]([CH3:2])([CH3:3])([CH3:4])[O:5][C:6](=[O:7])[N:8]1[CH2:9][CH2:10][N:11]([c:14]2[cH:15][cH:16][c:17]([Br:20])[cH:18][cH:19]2)[CH2:12][CH2:13]1.[C:21](=[O:22])([O-:23])[O-:24].[CH2:37]1[O:38][CH2:39][CH2:40][CH2:41]1.[F:27][c:28]1[cH:29][cH:30][c:31]([B:34]([OH:35])[OH:36])[cH:32][cH:33]1.[Na+:25].[Na+:26].[OH2:42].[Pd:43]([Cl:44])[Cl:45].[c:46]1([P:47]([c:48]2[cH:49][cH:50][cH:51][cH:52][cH:53]2)[c:54]2[cH:55][cH:56][cH:57][cH:58][cH:59]2)[cH:60][cH:61][cH:62][cH:63][cH:64]1.[c:65]1([P:66]([c:67]2[cH:68][cH:69][cH:70][cH:71][cH:72]2)[c:73]2[cH:74][cH:75][cH:76][cH:77][cH:78]2)[cH:79][cH:80][cH:81][cH:82][cH:83]1>>[C:1]([CH3:2])([CH3:3])([CH3:4])[O:5][C:6](=[O:7])[N:8]1[CH2:9][CH2:10][N:11]([c:14]2[cH:15][cH:16][c:17](-[c:31]3[cH:30][cH:29][c:28]([F:27])[cH:33][cH:32]3)[cH:18][cH:19]2)[CH2:12][CH2:13]1.